From a dataset of the Open Reaction Database (ORD), a public repository of structured organic reaction records. describe an organic reaction: reactants, conditions, products, and yield Reactants: CON=C(C(=O)O)C=1N=C(SC1)N (2-methoxyimino-2-(2-aminothiazol-4-yl)acetic acid), P(=O)(Cl)(Cl)Cl (phosphorus oxychloride), C[Si](C)(C)CC(=O)N (trimethylsilylacetamide), C([O-])(O)=O.[Na+] (sodium bicarbonate), CC1S[C@H]2N(C(=C1)C(=O)O)C(C2N)=O (2-methyl-7-amino-3-cephem-4-carboxylic acid), C([O-])(O)=O.[Na+] (sodium bicarbonate), CON=C(C(=O)O)C=1NC(SC1)=N (2-methoxyimino-2-(2-imino-2,3-dihydrothiazol-4-yl)acetic acid), P(=O)(Cl)(Cl)Cl (phosphorus oxychloride). The solvent is C(C)(=O)OCC (ethyl acetate), CN(C=O)C (dimethylformamide), C(C)(=O)OCC (ethyl acetate), CC(=O)C (acetone), O (water). Conditions: temperature 5 celsius. The product is CC1S[C@H]2N(C(=C1)C(=O)O)C(C2NC(C(C=2N=C(SC2)N)=NOC)=O)=O (2-methyl-7-[2-methoxyimino-2-(2-aminothiazol-4-yl)acetamido]-3-cephem-4-carboxylic acid). RXN SMILES: [CH3:1][O:2][N:3]=[C:4]([C:8]1[N:9]=[C:10]([NH2:13])[S:11][CH:12]=1)[C:5]([OH:7])=O.P(Cl)(Cl)(Cl)=O.C[Si](CC(N)=O)(C)C.[CH3:27][CH:28]1[CH:33]=[C:32]([C:34]([OH:36])=[O:35])[N:31]2[C:37](=[O:40])[CH:38]([NH2:39])[C@H:30]2[S:29]1.C(=O)(O)[O-].[Na+]>C(OCC)(=O)C.CC(C)=O.O.CN(C)C=O>[CH3:27][CH:28]1[CH:33]=[C:32]([C:34]([OH:36])=[O:35])[N:31]2[C:37](=[O:40])[CH:38]([NH:39][C:5](=[O:7])[C:4](=[N:3][O:2][CH3:1])[C:8]3[N:9]=[C:10]([NH2:13])[S:11][CH:12]=3)[C@H:30]2[S:29]1 |f:4.5|. Procedure details: A suspension of 2-methoxyimino-2-(2-aminothiazol-4-yl)acetic acid (syn isomer), which can be represented as 2-methoxyimino-2-(2-imino-2,3-dihydrothiazol-4-yl)acetic acid (syn isomer), (26 g.) in ethyl acetate (250 ml.) was cooled to 5° C., and phosphorus oxychloride (25 g.) was added dropwise thereto with stirring under ice-cooling, and then the mixture was stirred for 30 minutes at 4° to 6° C. To the mixture was added dropwise a solution of trimethylsilylacetamide (22 g.) in ethyl acetate (20 m... Reactants: ClCCl, COC(=O)c1sc(C)c(N)c1C, O=C(Cl)CCl, [K+], [K+], O=C([O-])[O-], O. Yields the product COC(=O)c1sc(C)c(NC(=O)CCl)c1C. As a reaction SMILES: [CH2:25]([Cl:26])[Cl:27].[CH3:1][c:2]1[c:3]([C:9](=[O:10])[O:11][CH3:12])[s:4][c:5]([CH3:8])[c:6]1[NH2:7].[Cl:20][CH2:21][C:22](=[O:23])[Cl:24].[K+:13].[K+:14].[O-:15][C:16]([O-:17])=[O:18].[OH2:19]>>[CH3:1][c:2]1[c:3]([C:9](=[O:10])[O:11][CH3:12])[s:4][c:5]([CH3:8])[c:6]1[NH:7][C:22]([CH2:21][Cl:20])=[O:23]. The reactants are C=CCI, CN1CCN(c2nc3cc(Cl)ccc3o2)CC1, CN(C)C=O. Product: C=CC[N+]1(C)CCN(c2nc3cc(Cl)ccc3o2)CC1, [I-]. As a reaction SMILES: [CH2:18]([CH:19]=[CH2:20])[I:21].[Cl:1][c:2]1[cH:3][cH:4][c:5]2[c:6]([n:7][c:8]([N:10]3[CH2:11][CH2:12][N:13]([CH3:16])[CH2:14][CH2:15]3)[o:9]2)[cH:17]1.[O:22]=[CH:23][N:24]([CH3:25])[CH3:26]>>[Cl:1][c:2]1[cH:3][cH:4][c:5]2[c:6]([n:7][c:8]([N:10]3[CH2:11][CH2:12][N+:13]([CH3:16])([CH2:18][CH:19]=[CH2:20])[CH2:14][CH2:15]3)[o:9]2)[cH:17]1.[I-:21].